describe an organic reaction: reactants, conditions, products, and yield From a dataset of the Open Reaction Database (ORD), a public repository of structured organic reaction records. Reactants: CC(=O)OO, CC(=O)OC(C)=O, CC(=O)[O-], CO, ClC(Cl)Cl, Nc1cc(Sc2ccccc2)ccc1[N+](=O)[O-], [Na+], [Na+], [OH-], O=S(=O)(O)O. Product: Nc1cc(S(=O)c2ccccc2)ccc1[N+](=O)[O-]. RXN SMILES: [C:35]([O:36][OH:37])(=[O:38])[CH3:39].[CH3:18][C:19](=[O:20])[O:21][C:22](=[O:23])[CH3:24].[CH3:31][C:32](=[O:33])[O-:34].[CH3:42][OH:43].[CH:44]([Cl:45])([Cl:46])[Cl:47].[NH2:1][c:2]1[c:3]([N+:15](=[O:16])[O-:17])[cH:4][cH:5][c:6]([S:8][c:9]2[cH:10][cH:11][cH:12][cH:13][cH:14]2)[cH:7]1.[Na+:30].[Na+:41].[OH-:40].[S:25](=[O:26])(=[O:27])([OH:28])[OH:29]>>[NH2:1][c:2]1[c:3]([N+:15](=[O:16])[O-:17])[cH:4][cH:5][c:6]([S:8]([c:9]2[cH:10][cH:11][cH:12][cH:13][cH:14]2)=[O:20])[cH:7]1.